This data is from the Open Reaction Database (ORD), a public repository of structured organic reaction records. The task is: describe an organic reaction: reactants, conditions, products, and yield Starting materials: FC1=CC=C(C=C1)CCBr (2-(4-fluorophenyl)ethyl bromide), S(=O)([O-])[O-].[Na+].[Na+] (sodium sulfite). Run in O (water), C(OC)COC (dimethoxyethane). Conditions: time 72 hour. The product is [Na+].FC1=CC=C(C=C1)CCS(=O)(=O)[O-] (2-(4-Fluorophenyl)ethanesulfonic acid sodium salt), [Br-].[Na+] (sodium bromide). Isolated yield 626.8%. RXN SMILES: [F:1][C:2]1[CH:7]=[CH:6][C:5]([CH2:8][CH2:9][Br:10])=[CH:4][CH:3]=1.[S:11]([O-:14])([O-:13])=[O:12].[Na+:15].[Na+]>O.C(COC)OC>[Na+:15].[F:1][C:2]1[CH:7]=[CH:6][C:5]([CH2:8][CH2:9][S:11]([O-:14])(=[O:13])=[O:12])=[CH:4][CH:3]=1.[Br-:10].[Na+:15] |f:1.2.3,6.7,8.9|. Reported procedure: A mixture of 2-(4-fluorophenyl)ethyl bromide (1.8 g, 8.9 mmol) (Ref. Chim. Ther., 1969, 4(3),185) and sodium sulfite (2.24 g, 8.9 mmol) in water (5 ml) and dimethoxyethane (5 ml) was heated under reflux for 21 hours. The mixture was then left for 72 hours at room temperature. The mixture was concentrated under vacuum to leave the title compound as a crytalline mixture with sodium bromide (2.87 g).